From a dataset of the Open Reaction Database (ORD), a public repository of structured organic reaction records. describe an organic reaction: reactants, conditions, products, and yield Starting materials: [Al+3], ClCCl, C1CCOC1, [H-], [H-], [H-], [H-], [Li+], [Na+], [OH-], CCCN(CC(O)c1cccnc1)C(=O)Cc1ccc(Cl)c(Cl)c1. Yields the product CCCN(CCc1ccc(Cl)c(Cl)c1)CC(O)c1cccnc1. RXN SMILES: [Al+3:2].[CH2:33]([Cl:34])[Cl:35].[CH2:36]1[O:37][CH2:38][CH2:39][CH2:40]1.[H-:1].[H-:4].[H-:5].[H-:6].[Li+:3].[Na+:32].[OH-:31].[n:7]1[cH:8][c:9]([CH:13]([CH2:14][N:15]([CH2:16][CH2:17][CH3:18])[C:19]([CH2:20][c:21]2[cH:22][c:23]([Cl:28])[c:24]([Cl:27])[cH:25][cH:26]2)=[O:29])[OH:30])[cH:10][cH:11][cH:12]1>>[n:7]1[cH:8][c:9]([CH:13]([CH2:14][N:15]([CH2:16][CH2:17][CH3:18])[CH2:19][CH2:20][c:21]2[cH:22][c:23]([Cl:28])[c:24]([Cl:27])[cH:25][cH:26]2)[OH:30])[cH:10][cH:11][cH:12]1.